Dataset: the Open Reaction Database (ORD), a public repository of structured organic reaction records. Task: describe an organic reaction: reactants, conditions, products, and yield Reactants: [Cl-].[Na+] (sodium chloride), C([O-])(O)=O.[Na+] (sodium bicarbonate), COC(C)(C)OC (dimethoxypropane), B(F)(F)F.CCOCC (Boron trifluoride etherate), OCC[C@@H]1[C@H](C(N1)=O)N1C(C=2C(C1=O)=CC=CC2)=O ((3R,4R)-4-(2-hydroxyethyl)-3-phthalimidoazetidin-2-one), COC(C)(C)OC (2,2-dimethoxypropane). Run in ClCCl (dichloromethane). Conditions: time 2 hour. Yields the product CC1(N2C([C@@H]([C@H]2CCO1)N1C(C=2C(C1=O)=CC=CC2)=O)=O)C ((6R,7R)-2,2-dimethyl-7-phthalimido-1-aza-3-oxabicyclo[4.2.0]octan-8-one). Reaction SMILES: B(F)(F)F.CCOCC.[OH:10][CH2:11][CH2:12][C@H:13]1[NH:16][C:15](=[O:17])[C@@H:14]1[N:18]1[C:22](=[O:23])[C:21]2=[CH:24][CH:25]=[CH:26][CH:27]=[C:20]2[C:19]1=[O:28].CO[C:31](OC)([CH3:33])[CH3:32].[Cl-].[Na+].C(=O)(O)[O-].[Na+]>ClCCl>[CH3:32][C:31]1([CH3:33])[O:10][CH2:11][CH2:12][C@H:13]2[N:16]1[C:15](=[O:17])[C@@H:14]2[N:18]1[C:19](=[O:28])[C:20]2=[CH:27][CH:26]=[CH:25][CH:24]=[C:21]2[C:22]1=[O:23] |f:0.1,4.5,6.7|. Reported procedure: Boron trifluoride etherate (5 μl) was added to a suspension of (3R,4R)-4-(2-hydroxyethyl)-3-phthalimidoazetidin-2-one (126 mg) and 2,2-dimethoxypropane (74 μl) in dichloromethane (3 ml) at ambient temperature. The mixture was stirred for two hours. Additional dimethoxypropane (50 μl) was added and the mixture was stirred for an additional 1.5 hours. The resulting solution was poured into a saturated aqueous solution of sodium chloride and sodium bicarbonate and extracted twice with dichlorometha... The reactants are C=1(C(=CC=CC1)C#N)C (tolunitrile), C[Mg+].[Br-] (MeMgBr), CCOCC (ether), C(C)(C)NC(C)C (diisopropylamine). Solvent: C1(=CC=CC=C1)C (toluene). Reaction conditions: temperature 0 celsius, time 1 hour. Product: C(C)(C)N(C(=N)C=1C(=CC=CC1)C)C(C)C (N,N-diisopropyl-o-toluamidine). RXN SMILES: C[Mg+].[Br-].CCOCC.[CH:9]([NH:12][CH:13]([CH3:15])[CH3:14])([CH3:11])[CH3:10].[C:16]1([CH3:24])[C:17]([C:22]#[N:23])=[CH:18][CH:19]=[CH:20][CH:21]=1>C1(C)C=CC=CC=1>[CH:9]([N:12]([CH:13]([CH3:15])[CH3:14])[C:22]([C:17]1[C:16]([CH3:24])=[CH:21][CH:20]=[CH:19][CH:18]=1)=[NH:23])([CH3:11])[CH3:10] |f:0.1|. Reported procedure: A solution of MeMgBr in ether (12.9 mL, 3.0 M, 38.7 mmol) was added to a solution of diisopropylamine (3.91 g, 38.7 mmol) in toluene (60 mL) at 50° C. The mixture was stirred for 1 h and a white precipitate formed. Next, the mixture was cooled to 0° C. and tolunitrile (4.53 g, 38.7 mmol) was added. The mixture was allowed to warm to room temperature and stirred for 16 h subsequently. The mixture was quenched with water (100 mL). The organic phase was separated from the aqueous phase and the latt... The reactants are C(C1=CC=CC=C1)O[C@@H]([C@@H](C(=O)O)NC(=O)OCC1C2=CC=CC=C2C=2C=CC=CC12)C ((2S,3R)-3-benzyloxy-2-(9H-fluoren-9-ylmethoxycarbonylamino)-butyric acid), N[C@@H](C(=O)N[C@H](C(=O)NC1=C(C=C(C=C1)I)Cl)[C@@H](C)C1=CC=CC=C1)C1=CC=C(C=C1)OC[C@@H](CO)O ((2S,3S)-2-{(R)-2-amino-2-[4-((R)-2,3-dihydroxy-propoxy)-phenyl]-acetylamino}-N-(2-chloro-4-iodo-phenyl)-3-phenyl-butyramide), C(C)(C)(C)OC(=O)N[C@@H](C(=O)O)C1=CC=C(C=C1)OC[C@@H]1OC(OC1)(C)C ((R)-tert-butoxycarbonylamino-[4-((S)-2,2-dimethyl-[1,3]dioxolan-4-ylmethoxy)-phenyl]-acetic acid). Product: ClC1=C(C=CC(=C1)I)NC([C@H](C(C)C)N1C(N[C@@H](C1=O)C1=CC=C(C=C1)OCC1CC1)=O)=O ((S)—N-(2-Chloro-4-iodo-phenyl)-2-[(R)-4-(4-cyclopropylmethoxy-phenyl)-2,5-dioxo-imidazolidin-1-yl]-3-methyl-butyramide). As a reaction SMILES: C(O[C@H](C)[C@H](NC(OC[CH:19]1[C:31]2C=CC=C[C:26]=2C2C1=CC=CC=2)=O)C(O)=O)C1C=CC=CC=1.[NH2:33][C@H:34]([C:58]1[CH:63]=[CH:62][C:61]([O:64][CH2:65][C@H](O)CO)=[CH:60][CH:59]=1)[C:35]([NH:37][C@@H:38]([C@H:50]([C:52]1C=CC=CC=1)[CH3:51])[C:39]([NH:41][C:42]1[CH:47]=[CH:46][C:45]([I:48])=[CH:44][C:43]=1[Cl:49])=[O:40])=[O:36].[C:70]([O:74]C(N[C@H](C1C=CC(OC[C@H]2COC(C)(C)O2)=CC=1)C(O)=O)=O)(C)(C)C>>[Cl:49][C:43]1[CH:44]=[C:45]([I:48])[CH:46]=[CH:47][C:42]=1[NH:41][C:39](=[O:40])[C@@H:38]([N:37]1[C:35](=[O:36])[C@@H:34]([C:58]2[CH:59]=[CH:60][C:61]([O:64][CH2:65][CH:19]3[CH2:26][CH2:31]3)=[CH:62][CH:63]=2)[NH:33][C:70]1=[O:74])[CH:50]([CH3:52])[CH3:51]. Procedure details: Prepared by the same method as described in example 3 except that (i) 2-chloro-4-iodo-aniline was used in place of 4-bromo-2-chloro-aniline in step 1, (ii) (S)-2-tert-butoxycarbonylamino-3-methyl-butyric acid was used in place of (S,S)-2-tert-butoxycarbonylamino-3-phenyl-butyric acid in step 1, and (iii) (R)-tert-butoxycarbonylamino-(4-cyclopropylmethoxy-phenyl)-acetic acid (prepared as described in example 109) was used in place of (R)-tert-butoxycarbonylamino-[4-(2-tert-butoxy-ethoxy)-phenyl]-... The reactants are C=O (formaldehyde), CC1CC2(OCCO2)CCC1=O (7-Methyl-1,4-dioxaspiro[4.5]decan-8-one), Cl (hydrochloric acid), [Cl-].[NH4+] (ammonium chloride). Run in CO (methanol), [OH-].[K+] (potassium hydroxide). Run at time 30 minute. The product is OCC1(CC2(OCCO2)CCC1=O)C (7-hydroxymethyl-7-methyl-1,4-dioxaspiro[4.5]decan-8-one). The yield is 56.0%. As a reaction SMILES: [CH3:1][CH:2]1[C:11](=[O:12])[CH2:10][CH2:9][C:4]2([O:8][CH2:7][CH2:6][O:5]2)[CH2:3]1.[CH2:13]=[O:14].Cl.[Cl-].[NH4+]>[OH-].[K+].CO>[OH:14][CH2:13][C:2]1([CH3:1])[C:11](=[O:12])[CH2:10][CH2:9][C:4]2([O:5][CH2:6][CH2:7][O:8]2)[CH2:3]1 |f:3.4,5.6|. Procedure: 7-Methyl-1,4-dioxaspiro[4.5]decan-8-one (10.5 g, 62 mmol) was dissolved in methanolic potassium hydroxide solution (10 w/w %, 60 g). To the solution was added dropwise a solution of aqueous formaldehyde solution (37%, 4.6 ml) in methanol (5 ml) under ice-cooling over 20 min, and the mixture was stirred for 30 min. Then, to the reaction mixture were added 1 N hydrochloric acid and saturated aqueous ammonium chloride solution, and the mixture was extracted three times with chloroform. The combined...